From a dataset of the Open Reaction Database (ORD), a public repository of structured organic reaction records. describe an organic reaction: reactants, conditions, products, and yield Reactants: ON=C(N)C1=CC=CC=C1 (N′-Hydroxybenzenecarboximidamide), ClC1=CC=C(C=C1)C(C(=O)O)N1C=CC2=C(C=CC=C12)NS(=O)(=O)C ((4-chlorophenyl){4-[(methylsulfonyl)amino]-1H-indol-1-yl}acetic acid), Cl.CN(CCCN=C=NCC)C (N-(3-dimethylaminopropyl)-N′-ethylcarbodiimide hydrochloride), ON1N=NC2=C1C=CC=C2 (1-hydroxybenzotriazole), C(C)(C)N(C(C)C)CC (N,N,-diisopropylethylamine). The solvent is CN(C)C=O (DMF). Run at time 2 hour. Product: ClC1=CC=C(C=C1)C(N1C=CC2=C(C=CC=C12)NS(=O)(=O)C)C1=NC(=NO1)C1=CC=CC=C1 (N-{1-[(4-chlorophenyl)(3-phenyl-1,2,4-oxadiazol-5-yl)methyl]-1H-indol-4-yl}methanesulfonamide). RXN SMILES: [OH:1][N:2]=[C:3]([C:5]1[CH:10]=[CH:9][CH:8]=[CH:7][CH:6]=1)[NH2:4].[Cl:11][C:12]1[CH:17]=[CH:16][C:15]([CH:18]([N:22]2[C:30]3[C:25](=[C:26]([NH:31][S:32]([CH3:35])(=[O:34])=[O:33])[CH:27]=[CH:28][CH:29]=3)[CH:24]=[CH:23]2)[C:19](O)=O)=[CH:14][CH:13]=1.Cl.CN(C)CCCN=C=NCC.ON1C2C=CC=CC=2N=N1.C(N(CC)C(C)C)(C)C>CN(C=O)C>[Cl:11][C:12]1[CH:17]=[CH:16][C:15]([CH:18]([C:19]2[O:1][N:2]=[C:3]([C:5]3[CH:10]=[CH:9][CH:8]=[CH:7][CH:6]=3)[N:4]=2)[N:22]2[C:30]3[C:25](=[C:26]([NH:31][S:32]([CH3:35])(=[O:33])=[O:34])[CH:27]=[CH:28][CH:29]=3)[CH:24]=[CH:23]2)=[CH:14][CH:13]=1 |f:2.3|. Procedure details: N′-Hydroxybenzenecarboximidamide (49 mg, 0.36 mmol) was added to a stirred solution of compound 6a (90 mg, 0.24 mmol), N-(3-dimethylaminopropyl)-N′-ethylcarbodiimide hydrochloride (91 mg, 0.48 mmol), 1-hydroxybenzotriazole (44 mg, 0.29 mmol) and N,N,-diisopropylethylamine (50 μL, 0.29 mmol) in DMF (2.4 mL). The reaction was allowed to stir at rt for 2 h, at which time, the reaction was partitioned between ethyl acetate and water. The layers were separated, and the organic layer was washed with w...